Dataset: the Open Reaction Database (ORD), a public repository of structured organic reaction records. Task: describe an organic reaction: reactants, conditions, products, and yield The reactants are Cc1sc(C(=O)O)cc1-c1c(Br)cnn1C, CC(C)(C)OC(=O)NC(Cc1ccccc1C(F)(F)F)C(=O)O, CCN(C(C)C)C(C)C, ClC(Cl)Cl, NC(Cc1cccc(F)c1)CN1C(=O)c2ccccc2C1=O. The product is Cc1sc(C(=O)NC(Cc2cccc(F)c2)CN2C(=O)c3ccccc3C2=O)cc1-c1c(Br)cnn1C. RXN SMILES: [Br:1][c:2]1[cH:3][n:4][n:5]([CH3:16])[c:6]1-[c:7]1[cH:8][c:9]([C:13](=[O:14])[OH:15])[s:10][c:11]1[CH3:12].[CH3:39][C:40]([O:41][C:42]([NH:43][CH:44]([C:45]([OH:46])=[O:47])[CH2:48][c:49]1[cH:50][cH:51][cH:52][cH:53][c:54]1[C:55]([F:56])([F:57])[F:58])=[O:59])([CH3:60])[CH3:61].[CH:62]([N:63]([CH2:64][CH3:65])[CH:66]([CH3:67])[CH3:68])([CH3:69])[CH3:70].[CH:71]([Cl:72])([Cl:73])[Cl:74].[NH2:17][CH:18]([CH2:19][N:20]1[C:21](=[O:30])[c:22]2[cH:23][cH:24][cH:25][cH:26][c:27]2[C:28]1=[O:29])[CH2:31][c:32]1[cH:33][c:34]([F:38])[cH:35][cH:36][cH:37]1>>[Br:1][c:2]1[cH:3][n:4][n:5]([CH3:16])[c:6]1-[c:7]1[cH:8][c:9]([C:13](=[O:15])[NH:17][CH:18]([CH2:19][N:20]2[C:21](=[O:30])[c:22]3[cH:23][cH:24][cH:25][cH:26][c:27]3[C:28]2=[O:29])[CH2:31][c:32]2[cH:33][c:34]([F:38])[cH:35][cH:36][cH:37]2)[s:10][c:11]1[CH3:12]. Starting materials: O (water), FC1=C(C=C(C(=O)OC)C=C1)C(F)(F)F (methyl 4-fluoro-3-trifluoromethyl-benzoate), C([O-])([O-])=O.[K+].[K+] (potassium carbonate), C(C1=CC=CC=C1)N1CCNCC1 (N-benzylpiperazine). The solvent is CS(=O)C (dimethylsulphoxide). Reaction conditions: temperature 90 celsius, time 12 hour. Product: C(C1=CC=CC=C1)N1CCN(CC1)C1=C(C=C(C(=O)OC)C=C1)C(F)(F)F (Methyl 4-(4-benzyl-1-piperazinyl)-3-trifluoromethyl-benzoate). As a reaction SMILES: F[C:2]1[CH:11]=[CH:10][C:5]([C:6]([O:8][CH3:9])=[O:7])=[CH:4][C:3]=1[C:12]([F:15])([F:14])[F:13].[CH2:16]([N:23]1[CH2:28][CH2:27][NH:26][CH2:25][CH2:24]1)[C:17]1[CH:22]=[CH:21][CH:20]=[CH:19][CH:18]=1.C(=O)([O-])[O-].[K+].[K+].O>CS(C)=O>[CH2:16]([N:23]1[CH2:28][CH2:27][N:26]([C:2]2[CH:11]=[CH:10][C:5]([C:6]([O:8][CH3:9])=[O:7])=[CH:4][C:3]=2[C:12]([F:15])([F:14])[F:13])[CH2:25][CH2:24]1)[C:17]1[CH:18]=[CH:19][CH:20]=[CH:21][CH:22]=1 |f:2.3.4|. Procedure: 7 g (31.5 mmol) of methyl 4-fluoro-3-trifluoromethyl-benzoate are dissolved in 60 ml of dry dimethylsulphoxide (DMSO) and combined with 5.55 g (31.5 mmol) of N-benzylpiperazine and 4.35 g (31.5 mmol) of potassium carbonate. The mixture is stirred for 12 hours at 90° C. After cooling, the reaction mixture is poured into 200 ml of water and extracted three times with ethyl acetate. The combined organic phases are washed with water and saturated sodium chloride solution, dried over magnesium sulpha...